From a dataset of the Open Reaction Database (ORD), a public repository of structured organic reaction records. describe an organic reaction: reactants, conditions, products, and yield The reactants are C(C)(C)(C)OC(=O)N1CCC(CC1)NC1=C(C=CC(=C1)Cl)CC(OC)OC (4-[5-chloro-2-(2,2-dimethoxy-ethyl)-phenylamino]-piperidine-1-carboxylic acid tert-butyl ester), C1(=CC=C(C=C1)S(=O)(=O)O)C (p-toluenesulfonic acid). Solvent: C1(=CC=CC=C1)C (toluene). Run at temperature 60 celsius. Yields the product ClC1=CC=C2C=CN(C2=C1)C1CCNCC1 (6-Chloro-1-piperidin-4-yl-1H-indole). Isolated yield 97.0%. As a reaction SMILES: C(OC([N:8]1[CH2:13][CH2:12][CH:11]([NH:14][C:15]2[CH:20]=[C:19]([Cl:21])[CH:18]=[CH:17][C:16]=2[CH2:22][CH:23](OC)OC)[CH2:10][CH2:9]1)=O)(C)(C)C.C1(C)C=CC(S(O)(=O)=O)=CC=1>C1(C)C=CC=CC=1>[Cl:21][C:19]1[CH:20]=[C:15]2[C:16]([CH:22]=[CH:23][N:14]2[CH:11]2[CH2:10][CH2:9][NH:8][CH2:13][CH2:12]2)=[CH:17][CH:18]=1. Reported procedure: To a stirred solution of 1.03 g (2.59 mmol) of 4-[5-chloro-2-(2,2-dimethoxy-ethyl)-phenylamino]-piperidine-1-carboxylic acid tert-butyl ester in 15 mL toluene was added 1.0 g (5.2 mmol) of p-toluenesulfonic acid. The reaction mixture was heated to 60° C. for 20 min, allowed to cool to room temperature and quenched with 100 mL of sat. aqueous NaHCO3 then extracted with EtOAc (3×75 mL). The combined organic layers were washed with brine, dried over Na2SO4, and concentrated to afford 590 mg (98%) o... Starting materials: 72, CC(C)N1CCC(CC1)=NC1=CC=CC=C1 (N-[1-(1-methylethyl)-4-piperidinylidene]benzeneamine), [BH4-].[Na+] (sodium borohydride). Run in CO (methanol). Run at time 8 hour. Yields the product 21, CC(C)N1CCC(CC1)NC1=CC=CC=C1 (1-(1-methylethyl)-N-phenyl-4-piperidinamine). As a reaction SMILES: [CH3:1][CH:2]([N:4]1[CH2:9][CH2:8][C:7](=[N:10][C:11]2[CH:16]=[CH:15][CH:14]=[CH:13][CH:12]=2)[CH2:6][CH2:5]1)[CH3:3].[BH4-].[Na+]>CO>[CH3:3][CH:2]([N:4]1[CH2:9][CH2:8][CH:7]([NH:10][C:11]2[CH:12]=[CH:13][CH:14]=[CH:15][CH:16]=2)[CH2:6][CH2:5]1)[CH3:1] |f:1.2|. Reported procedure: To a stirred and warmed (30°-40° C.) solution of 72 parts of N-[1-(1-methylethyl)-4-piperidinylidene]benzeneamine in 480 parts of methanol are added portionwise 20 parts of sodium borohydride. Upon completion, stirring is continued overnight at at room temperature. The reaction mixture is evaporated and the residue is dissolved in water. The solution is extracted with 4-methyl-2-pentanone. The extract is washed with water and acidified with a diluted hydrochloric acid solution. The aqueous acid ... Reactants: O=CO, Cc1ccc(NC(=O)c2cc(F)cc(N3CCOCC3)c2)cc1Nc1ccnc(Cl)n1, [NH4+], [OH-]. Product: Cc1ccc(NC(=O)c2cc(F)cc(N3CCOCC3)c2)cc1Nc1ccnc(O)n1. RXN SMILES: [CH:34]([OH:35])=[O:36].[Cl:1][c:2]1[n:3][cH:4][cH:5][c:6]([NH:8][c:9]2[c:10]([CH3:31])[cH:11][cH:12][c:13]([NH:15][C:16]([c:17]3[cH:18][c:19]([F:29])[cH:20][c:21]([N:23]4[CH2:24][CH2:25][O:26][CH2:27][CH2:28]4)[cH:22]3)=[O:30])[cH:14]2)[n:7]1.[NH4+:32].[OH-:33]>>[c:2]1([OH:33])[n:3][cH:4][cH:5][c:6]([NH:8][c:9]2[c:10]([CH3:31])[cH:11][cH:12][c:13]([NH:15][C:16]([c:17]3[cH:18][c:19]([F:29])[cH:20][c:21]([N:23]4[CH2:24][CH2:25][O:26][CH2:27][CH2:28]4)[cH:22]3)=[O:30])[cH:14]2)[n:7]1. The solvent is C1CCOC1 (THF), C1CCOC1 (THF), C1CCOC1 (THF). Yield: 100.2%. As a reaction SMILES: [C:1]([O:6][CH2:7][CH3:8])(=[O:5])[C@H:2]([CH3:4])[OH:3].[H-].[Na+].[CH2:11](Br)[CH:12]=[CH2:13]>C1COCC1>[CH2:13]([O:3][CH:2]([CH3:4])[C:1]([O:6][CH2:7][CH3:8])=[O:5])[CH:12]=[CH2:11] |f:1.2|. Product: C(C=C)OC(C(=O)OCC)C (Ethyl (RS)-2-allyloxy-propionate). Reactants: [H-].[Na+] (NaH), C(C=C)Br (allyl bromide), C([C@@H](O)C)(=O)OCC (ethyl (S)-(−)-lactate). Procedure: 23.6 g (0.2 mol) of ethyl (S)-(−)-lactate, dissolved in 100 ml of THF, are added to a suspension of 8.0 g (0.2 mol) of NaH in 150 ml THF. When the addition is complete, 36.3 g (0.3 mol) of allyl bromide, dissolved in 10 ml of THF, are added dropwise. Some KI is then added and the mixture is refluxed for 16 h. The mixture is then cooled and the reaction is quenched with 100 ml of 2N HCl. The aqueous phase is extracted twice more with Et2O before the combined organic phases are dried over Na2SO4. ... Reactants: [H-].[Na+] (sodium hydride), C1CCCCC1.C(C)(=O)OCC (cyclohexane ethyl acetate), COC=1C=C2C(=CN(C2=CC1O)C)C1=CC=2C(=NC=CC2)N1S(=O)(=O)C1=CC=C(C=C1)C (5-methoxy-1-methyl-3-[1-(toluene-4-sulfonyl)-1H-pyrrolo[2,3-b]pyridin-2-yl]-1H-indol-6-ol), ClCCOCCCl (bis(2-chloroethyl) ether). Run in CN(C=O)C (dimethylformamide), O (water). Run at time 5 minute. The product is ClCCOCCOC1=C(C=C2C(=CN(C2=C1)C)C1=CC=2C(=NC=CC2)N1S(=O)(=O)C1=CC=C(C=C1)C)OC (2-{6-[2-(2-chloroethoxy)ethoxy]-5-methoxy-1-methyl-1H-indol-3-yl}-1-(toluene-4-sulfonyl)-1H-pyrrolo[2,3-b]pyridine). Yield: 39.1%. RXN SMILES: [CH3:1][O:2][C:3]1[CH:4]=[C:5]2[C:9](=[CH:10][C:11]=1[OH:12])[N:8]([CH3:13])[CH:7]=[C:6]2[C:14]1[N:22]([S:23]([C:26]2[CH:31]=[CH:30][C:29]([CH3:32])=[CH:28][CH:27]=2)(=[O:25])=[O:24])[C:17]2=[N:18][CH:19]=[CH:20][CH:21]=[C:16]2[CH:15]=1.[H-].[Na+].[Cl:35][CH2:36][CH2:37][O:38][CH2:39][CH2:40]Cl.C1CCCCC1.C(OCC)(=O)C>CN(C)C=O.O>[Cl:35][CH2:36][CH2:37][O:38][CH2:39][CH2:40][O:12][C:11]1[CH:10]=[C:9]2[C:5]([C:6]([C:14]3[N:22]([S:23]([C:26]4[CH:27]=[CH:28][C:29]([CH3:32])=[CH:30][CH:31]=4)(=[O:25])=[O:24])[C:17]4=[N:18][CH:19]=[CH:20][CH:21]=[C:16]4[CH:15]=3)=[CH:7][N:8]2[CH3:13])=[CH:4][C:3]=1[O:2][CH3:1] |f:1.2,4.5|. Reported procedure: A solution of 5-methoxy-1-methyl-3-[1-(toluene-4-sulfonyl)-1H-pyrrolo[2,3-b]pyridin-2-yl]-1H-indol-6-ol (2.998 g; 670 μmol) in dimethylformamide (3 ml) is placed in a 10 ml round-bottomed flask, sodium hydride (0.603 g; 2.01 mmol) is then added and the mixture is agitated for 5 minutes. The reaction mixture becomes green in color, and bis(2-chloroethyl) ether (0.235 ml; 2.01 mmol) is then added. The reaction mixture is then agitated for 1 hour 30 minutes at 20° C. Analysis by thin layer chromato... The reactants are NCC1CCCO1, CCO, CCCn1c(=O)c2[nH]c(-c3ccc(Cl)nc3)cc2n(CCC)c1=O. As a reaction SMILES: [CH2:25]([CH:26]1[CH2:27][CH2:28][CH2:29][O:30]1)[NH2:31].[CH3:32][CH2:33][OH:34].[Cl:1][c:2]1[cH:3][cH:4][c:5](-[c:8]2[cH:9][c:10]3[n:11]([CH2:22][CH2:23][CH3:24])[c:12](=[O:21])[n:13]([CH2:18][CH2:19][CH3:20])[c:14](=[O:17])[c:15]3[nH:16]2)[cH:6][n:7]1>>[c:2]1([NH:31][CH2:25][CH:26]2[CH2:27][CH2:28][CH2:29][O:30]2)[cH:3][cH:4][c:5](-[c:8]2[cH:9][c:10]3[n:11]([CH2:22][CH2:23][CH3:24])[c:12](=[O:21])[n:13]([CH2:18][CH2:19][CH3:20])[c:14](=[O:17])[c:15]3[nH:16]2)[cH:6][n:7]1. Yields the product CCCn1c(=O)c2[nH]c(-c3ccc(NCC4CCCO4)nc3)cc2n(CCC)c1=O.